From a dataset of the Open Reaction Database (ORD), a public repository of structured organic reaction records. describe an organic reaction: reactants, conditions, products, and yield Starting materials: C(C)OC(COC1=C(C=C(C=C1)Br)C(CBr)=O)=O ([4-bromo-2-(2-bromoacetyl)phenoxy]acetic acid ethyl ester), ClC1=CC=C(C(=O)N)C=C1 (4-chlorobenzamide). Yields the product BrC1=CC(=C(OCC(=O)O)C=C1)C=1N=C(OC1)C1=CC=C(C=C1)Cl ({4-Bromo-2-[2-(4-chlorophenyl)oxazol-4-yl]phenoxy}acetic acid). As a reaction SMILES: C([O:3][C:4](=[O:18])[CH2:5][O:6][C:7]1[CH:12]=[CH:11][C:10]([Br:13])=[CH:9][C:8]=1[C:14](=O)[CH2:15]Br)C.[Cl:19][C:20]1[CH:28]=[CH:27][C:23]([C:24]([NH2:26])=[O:25])=[CH:22][CH:21]=1>>[Br:13][C:10]1[CH:11]=[CH:12][C:7]([O:6][CH2:5][C:4]([OH:3])=[O:18])=[C:8]([C:14]2[N:26]=[C:24]([C:23]3[CH:27]=[CH:28][C:20]([Cl:19])=[CH:21][CH:22]=3)[O:25][CH:15]=2)[CH:9]=1. Procedure: Title compound was prepared from [4-bromo-2-(2-bromoacetyl)phenoxy]acetic acid ethyl ester and 4-chlorobenzamide according to GP5 and GP3: LC/MS (an10p8) Rt 2.90 min, m/z 407.7 [M+H]+; 1H NMR (CDCl3): δ 4.89 (s, 2H), 7.09 (d, 1H), 7.48 (d, 1H), 7.64 (d, 2H), 8.08 (d, 2H), 8.20 (s, 1H), 8.89 (s, 1H), 13.2 (br s, 1H). Starting materials: CO, ClCCc1csnn1, Cl. The product is COCCc1csnn1. RXN SMILES: [CH3:10][OH:11].[Cl:1][CH2:2][CH2:3][c:4]1[n:5][n:6][s:7][cH:8]1.[ClH:9]>>[CH2:2]([CH2:3][c:4]1[n:5][n:6][s:7][cH:8]1)[O:11][CH3:10]. Starting materials: ON=CC1=CC=C2C(=N1)COC21CN(C1)C(=O)OC(C)(C)C (tert-butyl 2′-((hydroxyimino)methyl)-7′H-spiro[azetidine-3,5′-furo[3,4-b]pyridine]-1-carboxylate), C1CC(=O)N(C1=O)Cl (NCS), KHCO3, ClC1=C(C(=CC(=C1)C(=C)C(F)(F)F)Cl)F (1,3-dichloro-2-fluoro-5-(1-trifluoromethyl-vinyl)-benzene). Run in CN(C)C=O (DMF). Run at temperature 45 celsius, time 1 hour. The product is ClC=1C=C(C=C(C1F)Cl)C1(CC(=NO1)C1=CC=C2C(=N1)COC21CN(C1)C(=O)OC(C)(C)C)C(F)(F)F (tert-butyl 2′-(5-(3,5-dichloro-4-fluorophenyl)-5-(trifluoromethyl)-4,5-dihydroisoxazol-3-yl)-7′H-spiro[azetidine-3,5′-furo[3,4-b]pyridine]-1-carboxylate). The yield is 83.4%. RXN SMILES: [OH:1][N:2]=[CH:3][C:4]1[N:9]=[C:8]2[CH2:10][O:11][C:12]3([CH2:15][N:14]([C:16]([O:18][C:19]([CH3:22])([CH3:21])[CH3:20])=[O:17])[CH2:13]3)[C:7]2=[CH:6][CH:5]=1.C1C(=O)N(Cl)C(=O)C1.[Cl:31][C:32]1[CH:37]=[C:36]([C:38]([C:40]([F:43])([F:42])[F:41])=[CH2:39])[CH:35]=[C:34]([Cl:44])[C:33]=1[F:45]>CN(C=O)C>[Cl:31][C:32]1[CH:37]=[C:36]([C:38]2([C:40]([F:43])([F:42])[F:41])[O:1][N:2]=[C:3]([C:4]3[N:9]=[C:8]4[CH2:10][O:11][C:12]5([CH2:15][N:14]([C:16]([O:18][C:19]([CH3:22])([CH3:21])[CH3:20])=[O:17])[CH2:13]5)[C:7]4=[CH:6][CH:5]=3)[CH2:39]2)[CH:35]=[C:34]([Cl:44])[C:33]=1[F:45]. Reported procedure: To a stirred solution of tert-butyl 2′-((hydroxyimino)methyl)-7′H-spiro[azetidine-3,5′-furo[3,4-b]pyridine]-1-carboxylate (0.520 g, 1.705 mmol, 1 eq) in DMF (12 mL) was added NCS (0.272 g, 2.046 mmol, 1.2 eq) at room temperature in dark under nitrogen atmosphere. Resulting reaction mixture was stirred at 45° C. for 1 hour. After chloro intermediate formation, 1,3-dichloro-2-fluoro-5-(1-trifluoromethyl-vinyl)-benzene (0.530 g, 2.046 mmol, 1.2 eq) was added followed by addition of KHCO3 (0.255 g, ... Reactants: ClC1=C(C(=O)NC(C2=CC=CC=C2)C2(CCCC2)N(C)CCO[Si](C)(C)C(C)(C)C)C=CC=C1C(F)(F)F ((±)-2-chloro-N-[{1-[(2-{[(1,1-dimethylethyl)(dimethyl)silyl]oxy}ethyl)(methyl)amino]cyclopentyl}(phenyl)methyl]-3-(trifluoromethyl)benzamide), [F-].C(CCC)[N+](CCCC)(CCCC)CCCC (tetrabutylammonium fluoride). Run in CCCCC (n-pentane), C1CCOC1 (THF). Run at time 4 hour. Yields the product ClC1=C(C(=O)NC(C2=CC=CC=C2)C2(CCCC2)N(C)CCO)C=CC=C1C(F)(F)F ((±)-2-Chloro-N-[{1-[(2-hydroxyethyl)(methyl)amino]cyclopentyl}(phenyl)methyl]-3-(trifluoromethyl)benzamide). RXN SMILES: [Cl:1][C:2]1[C:34]([C:35]([F:38])([F:37])[F:36])=[CH:33][CH:32]=[CH:31][C:3]=1[C:4]([NH:6][CH:7]([C:14]1([N:19]([CH2:21][CH2:22][O:23][Si](C(C)(C)C)(C)C)[CH3:20])[CH2:18][CH2:17][CH2:16][CH2:15]1)[C:8]1[CH:13]=[CH:12][CH:11]=[CH:10][CH:9]=1)=[O:5].[F-].C([N+](CCCC)(CCCC)CCCC)CCC>C1COCC1.CCCCC>[Cl:1][C:2]1[C:34]([C:35]([F:36])([F:37])[F:38])=[CH:33][CH:32]=[CH:31][C:3]=1[C:4]([NH:6][CH:7]([C:14]1([N:19]([CH2:21][CH2:22][OH:23])[CH3:20])[CH2:18][CH2:17][CH2:16][CH2:15]1)[C:8]1[CH:9]=[CH:10][CH:11]=[CH:12][CH:13]=1)=[O:5] |f:1.2|. Reported procedure: To a solution of (±)-2-chloro-N-[{1-[(2-{[(1,1-dimethylethyl)(dimethyl)silyl]oxy}ethyl)(methyl)amino]cyclopentyl}(phenyl)methyl]-3-(trifluoromethyl)benzamide D30 (0.390 g; 0.685 mmol) in THF (10 ml) was added tetrabutylammonium fluoride (1M solution in THF 1.6 ml; 1.6 mmol). The reaction mixture was allowed to stir at room temperature for 4 h. The desired product was isolated by column chromatography on silica using 20% to 50% ether in n-pentane, the solvent was reduced in volume by evaporation ... Starting materials: O[C@@H]1[C@]2(C)[C@@H](CC1)[C@@H]1[C@@H](CC3=CC(C[C@@H]([C@]3(CO)[C@H]1CC2)C)=O)C (17β,19-dihydroxy-1α,7α-dimethyl-4-androsten-3-one), CC(=O)C.OS(=O)(=O)O.O=[Cr](=O)=O (Jones Reagent). Solvent: CC(=O)C (acetone), CC(=O)C (acetone). Conditions: time 30 minute. Product: C[C@H]1CC(C=C2C[C@H]([C@H]3[C@@H]4CCC([C@@]4(C)CC[C@@H]3[C@@]12C=O)=O)C)=O (1α,7α-dimethyl-4-androstene-3,17,19-trione). RXN SMILES: [OH:1][C@H:2]1[CH2:7][CH2:6][C@H:5]2[C@H:8]3[C@H:19]([CH2:20][CH2:21][C@:3]12[CH3:4])[C@:16]1([CH2:17][OH:18])[C:11](=[CH:12][C:13](=[O:23])[CH2:14][C@@H:15]1[CH3:22])[CH2:10][C@H:9]3[CH3:24].CC(C)=O.OS(O)(=O)=O.O=[Cr](=O)=O>CC(C)=O>[CH3:22][C@@H:15]1[C@@:16]2([CH:17]=[O:18])[C:11]([CH2:10][C@@H:9]([CH3:24])[C@@H:8]3[C@@H:19]2[CH2:20][CH2:21][C@@:3]2([CH3:4])[C@H:5]3[CH2:6][CH2:7][C:2]2=[O:1])=[CH:12][C:13](=[O:23])[CH2:14]1 |f:1.2.3|. Procedure details: To a solution of 17β,19-dihydroxy-1α,7α-dimethyl-4-androsten-3-one in acetone at 20° C. is added two equivalents of Jones Reagent and the mixture stirred for 30 minutes. The acetone layer is poured onto water with vigorous stirring. The crystals are removed by suction filtration and air dried. Crystallization from an acetone-hexane solution yields 1α,7α-dimethyl-4-androstene-3,17,19-trione. Starting materials: C(C)(C)(C)C1=CC=C(C=C1)N1N=C(C(=C1O)C=O)C (1-(4-tert-butylphenyl)-5-hydroxy-3-methyl-1H-pyrazole-4-carbaldehyde), COC(=O)C1=CC=C(C(=O)NN)C=C1 (4-methoxycarbonylbenzhydrazide). The solvent is CN(C=O)C (dimethylformamide). The product is C(C)(C)(C)C1=CC=C(C=C1)N1N=C(C(C1=O)=CNNC(C1=CC=C(C=C1)C(=O)OC)=O)C (4-methoxycarbonylbenzoic N′-(1-(4-tert-butylphenyl)-3-methyl-5-oxo-1,5-dihydropyrazol-4-ylidene-methyl)-hydrazide). The yield is 41.9%. RXN SMILES: [C:1]([C:5]1[CH:10]=[CH:9][C:8]([N:11]2[C:15]([OH:16])=[C:14]([CH:17]=O)[C:13]([CH3:19])=[N:12]2)=[CH:7][CH:6]=1)([CH3:4])([CH3:3])[CH3:2].[CH3:20][O:21][C:22]([C:24]1[CH:33]=[CH:32][C:27]([C:28]([NH:30][NH2:31])=[O:29])=[CH:26][CH:25]=1)=[O:23]>CN(C)C=O>[C:1]([C:5]1[CH:10]=[CH:9][C:8]([N:11]2[C:15](=[O:16])[C:14](=[CH:17][NH:31][NH:30][C:28](=[O:29])[C:27]3[CH:26]=[CH:25][C:24]([C:22]([O:21][CH3:20])=[O:23])=[CH:33][CH:32]=3)[C:13]([CH3:19])=[N:12]2)=[CH:7][CH:6]=1)([CH3:4])([CH3:3])[CH3:2]. Procedure details: 1.0712 g (4.21 mmol) of the 1-(4-tert-butylphenyl)-5-hydroxy-3-methyl-1H-pyrazole-4-carbaldehyde synthesized in 1) and 819.6 mg (4.22 mmol) of 4-methoxycarbonylbenzhydrazide were stirred in 10 ml of dimethylformamide at room temperature for 3 hours. After the solvent was removed by evaporation, the precipitated solid was washed with a small amount of methanol and dried to obtain 765.9 mg of the above-identified desired product as a yellow solid (yield 42%).